From a dataset of the Open Reaction Database (ORD), a public repository of structured organic reaction records. describe an organic reaction: reactants, conditions, products, and yield Starting materials: C(C1=CC=CC=C1)OC(=O)N[C@@H](CCC1=NN=NN1)C1=NC2=C(N1)C=CC(=C2)Cl ((1S)—N-(benzyloxycarbonyl)-1-(5-chloro-1H-benzimidazol-2-yl)-3-(1H-tetrazol-5-yl)-propylamine), I[Si](C)(C)C (iodo-trimethylsilane), CO (methanol). Run in ClCCl (dichloromethane). Run at time 16 hour. The product is ClC1=CC2=C(NC(=N2)[C@H](CCC2=NN=NN2)N)C=C1 ((1S)-1-(5-chloro-1H-benzimidazol-2-yl)-3-(1H-tetrazol-5-yl)-propylamine). RXN SMILES: C(OC([NH:11][C@H:12]([C:20]1[NH:24][C:23]2[CH:25]=[CH:26][C:27]([Cl:29])=[CH:28][C:22]=2[N:21]=1)[CH2:13][CH2:14][C:15]1[NH:19][N:18]=[N:17][N:16]=1)=O)C1C=CC=CC=1.I[Si](C)(C)C.CO>ClCCl>[Cl:29][C:27]1[CH:26]=[CH:25][C:23]2[NH:24][C:20]([C@@H:12]([NH2:11])[CH2:13][CH2:14][C:15]3[NH:19][N:18]=[N:17][N:16]=3)=[N:21][C:22]=2[CH:28]=1. Reported procedure: 2.10 g (4.45 mmol) (1S)—N-(benzyloxycarbonyl)-1-(5-chloro-1H-benzimidazol-2-yl)-3-(1H-tetrazol-5-yl)-propylamine in 30 ml dichloromethane are combined with 1.9 ml (13.4 mmol) iodo-trimethylsilane and stirred for 16 hours at ambient temperature. Then 20 ml of methanol are added, the mixture is stirred for a further 30 minutes at ambient temperature and the reaction mixture is evaporated down completely i. vac. The residue is purified by chromatography on silica gel (eluting gradient: dichlorometh... Reactants: NC(=O)c1ccc(Br)cc1, O=C1CCC2(CC1)OCCO2. Product: NC(=O)c1ccc(C2(O)CCC3(CC2)OCCO3)cc1. RXN SMILES: [Br:1][c:2]1[cH:3][cH:4][c:5]([C:6](=[O:7])[NH2:8])[cH:9][cH:10]1.[O:11]1[CH2:12][CH2:13][O:14][C:15]12[CH2:16][CH2:17][C:18](=[O:21])[CH2:19][CH2:20]2>>[c:2]1([C:18]2([OH:21])[CH2:17][CH2:16][C:15]3([O:11][CH2:12][CH2:13][O:14]3)[CH2:20][CH2:19]2)[cH:3][cH:4][c:5]([C:6](=[O:7])[NH2:8])[cH:9][cH:10]1. Reactants: C1C(C)O1 (propylene oxide), C1CCCO1 (butylene oxide). Reagents/catalysts: C(C(COCC(CO)O)O)O (diglycerol), [OH-].[K+] (potassium hydroxide). Yields the product C1C(C)O1.C1CCCO1 (propylene oxide butylene oxide). Isolated yield 375.6%. As a reaction SMILES: [CH2:1]1[O:4][CH:2]1[CH3:3].[CH2:5]1[O:9][CH2:8][CH2:7][CH2:6]1>[OH-].[K+].C(O)C(O)COCC(O)CO>[CH2:1]1[O:4][CH:2]1[CH3:3].[CH2:8]1[O:9][CH2:5][CH2:6][CH2:7]1 |f:2.3,5.6|. Procedure: In a 15-liter autoclave were placed 166 g of diglycerol as a starting material, 32 g of potassium hydroxide as a catalyst, 9,290 g of propylene oxide, and 1,460 g of butylene oxide and the reaction was carried out for 16 hours at 110° C. Then, the reaction mixture was subjected to a neutralization treatment, a desalting treatment, and a purification treatment to obtain 9,900 g of a tetrafunctional propylene oxide-butylene oxide random copolymer. The molecular weight of the copolymer was 10,900 (... The reactants are ClC1=C2C3=CC(CCC3(C(C2=CC(=C1Cl)OCC#N)=O)CCC)=O ([(5,6-Dichloro-3,9-dioxo-9a-propyl-2,3,9,9a-tetrahydro-1H-fluoren-7-yl)oxy]acetonitrile), [OH-].[Na+] (sodium hydroxide), [Cl-].[NH4+] (ammonium chloride), C(C)O (ethanol), Cl (hydrogen chloride). Solvent: C(Cl)(Cl)Cl (chloroform). Conditions: time 16 hour. The product is Cl.ClC1=C2C3=CC(CCC3(C(C2=CC(=C1Cl)OCC(N)=N)=O)CCC)=O (2-[(5,6-dichloro-3,9-dioxo-9a-propyl-2,3,9,9a-tetrahydro-1H-fluoren-7-yl)oxy]ethanimidamide hydrochloride). As a reaction SMILES: [Cl:1][C:2]1[C:14]([Cl:15])=[C:13]([O:16][CH2:17][C:18]#[N:19])[CH:12]=[C:11]2[C:3]=1[C:4]1[C:9]([CH2:21][CH2:22][CH3:23])([C:10]2=[O:20])[CH2:8][CH2:7][C:6](=[O:24])[CH:5]=1.C(O)C.Cl.[OH-].[Na+].[Cl-].[NH4+:32]>C(Cl)(Cl)Cl>[ClH:1].[Cl:1][C:2]1[C:14]([Cl:15])=[C:13]([O:16][CH2:17][C:18](=[NH:32])[NH2:19])[CH:12]=[C:11]2[C:3]=1[C:4]1[C:9]([CH2:21][CH2:22][CH3:23])([C:10]2=[O:20])[CH2:8][CH2:7][C:6](=[O:24])[CH:5]=1 |f:3.4,5.6,8.9|. Procedure details: [(5,6-Dichloro-3,9-dioxo-9a-propyl-2,3,9,9a-tetrahydro-1H-fluoren-7-yl)oxy]acetonitrile (3.49 g, 10 mMole), chloroform (40 ml) and ethanol (650 mg, 11 mMole) are united and saturated with hydrogen chloride gas at 0° C. The mixture is stirred for 16 hours and then basified with 10 normal sodium hydroxide solution. The chloroform layer is separated, washed with water, dried over K2CO3, and evaporated in vacuo. The residue is dissolved in ethanol (30 ml) and water (5 ml) added. The mixture is stirr... Reactants: N(=[N+]=[N-])C[C@@H]([C@@H](O[Si](C)(C)C(C)(C)C)[C@@H]1OC(OC1)(C)C)C (((1R,2S)-3-azido-1-((R)-2,2-dimethyl-1,3-dioxolan-4-yl)-2-methylpropoxy)(tert-butyl)dimethylsilane), CC1=CC=C(C=C1)S(=O)(=O)[O-].C1=CC=[NH+]C=C1 (PPTS). The solvent is CO (MeOH). Reaction conditions: temperature 80 celsius, time 1 hour. Product: N(=[N+]=[N-])C[C@@H]([C@H]([C@@H](CO)O)O[Si](C)(C)C(C)(C)C)C ((2R,3R,4S)-5-azido-3-(tert-butyldimethylsilyloxy)-4-methylpentane-1,2-diol). The yield is 40.0%. Reaction SMILES: [N:1]([CH2:4][C@H:5]([CH3:22])[C@H:6]([C@H:15]1[CH2:19][O:18]C(C)(C)[O:16]1)[O:7][Si:8]([C:11]([CH3:14])([CH3:13])[CH3:12])([CH3:10])[CH3:9])=[N+:2]=[N-:3].CC1C=CC(S([O-])(=O)=O)=CC=1.C1C=C[NH+]=CC=1>CO>[N:1]([CH2:4][C@H:5]([CH3:22])[C@@H:6]([O:7][Si:8]([C:11]([CH3:14])([CH3:13])[CH3:12])([CH3:10])[CH3:9])[C@H:15]([OH:16])[CH2:19][OH:18])=[N+:2]=[N-:3] |f:1.2|. Reported procedure: To a solution of ((1R,2S)-3-azido-1-((R)-2,2-dimethyl-1,3-dioxolan-4-yl)-2-methylpropoxy)(tert-butyl)dimethylsilane (1.0 equiv.) in MeOH (0.1 M) was added PPTS (1.0 equiv.) and the mixture was stirred at rt for 14 hours, 50° C. for 2 hours and 80° C. for 1 hour. The volatiles were removed under vacuo and the residue was purified via silica gel column chromatography (10-25% EtOAc/n-heptanes) yielding (2R,3R,4S)-5-azido-3-(tert-butyldimethylsilyloxy)-4-methylpentane-1,2-diol (40%).